describe an organic reaction: reactants, conditions, products, and yield From a dataset of the Open Reaction Database (ORD), a public repository of structured organic reaction records. Starting materials: CCO, Cc1ncccc1Oc1cc(SCC2CC2)cnc1Nc1nc(C2COC3(CCCCC3)O2)ns1, Cl. The product is Cc1ncccc1Oc1cc(SCC2CC2)cnc1Nc1nc(C(O)CO)ns1. As a reaction SMILES: [CH3:37][CH2:38][OH:39].[CH:1]1([CH2:4][S:5][c:6]2[cH:7][c:8]([O:28][c:29]3[c:30]([CH3:35])[n:31][cH:32][cH:33][cH:34]3)[c:9]([NH:12][c:13]3[n:14][c:15]([CH:18]4[O:19][C:20]5([O:21][CH2:22]4)[CH2:23][CH2:24][CH2:25][CH2:26][CH2:27]5)[n:16][s:17]3)[n:10][cH:11]2)[CH2:2][CH2:3]1.[ClH:36]>>[CH:1]1([CH2:4][S:5][c:6]2[cH:7][c:8]([O:28][c:29]3[c:30]([CH3:35])[n:31][cH:32][cH:33][cH:34]3)[c:9]([NH:12][c:13]3[n:14][c:15]([CH:18]([OH:19])[CH2:22][OH:21])[n:16][s:17]3)[n:10][cH:11]2)[CH2:2][CH2:3]1. The reactants are CN(C)C1=C(c2cccc(C(F)(F)F)c2)C(=O)C(Br)O1, CC#N, [F-], [K+]. Yields the product CN(C)C1=C(c2cccc(C(F)(F)F)c2)C(=O)C(F)O1. Reaction SMILES: [Br:1][CH:2]1[O:3][C:4]([N:18]([CH3:19])[CH3:20])=[C:5]([c:8]2[cH:9][c:10]([C:14]([F:15])([F:16])[F:17])[cH:11][cH:12][cH:13]2)[C:6]1=[O:7].[CH3:23][C:24]#[N:25].[F-:21].[K+:22]>>[CH:2]1([F:21])[O:3][C:4]([N:18]([CH3:19])[CH3:20])=[C:5]([c:8]2[cH:9][c:10]([C:14]([F:15])([F:16])[F:17])[cH:11][cH:12][cH:13]2)[C:6]1=[O:7]. Starting materials: C(C)(=O)OCC=1C=CC=2N=C(N=C(C2N1)N1CCOCC1)Cl ((2-chloro-4-morpholinopyrido[3,2-d]pyrimidin-6-yl)methyl acetate), solution, [OH-].[Li+] (lithium hydroxide). Run in C1CCOC1 (THF), O (water), O (water). Conditions: time 2 hour. The product is ClC=1N=C(C2=C(N1)C=CC(=N2)CO)N2CCOCC2 ((2-chloro-4-morpholinopyrido[3,2-d]pyrimidin-6-yl)methanol). RXN SMILES: C([O:4][CH2:5][C:6]1[CH:7]=[CH:8][C:9]2[N:10]=[C:11]([Cl:22])[N:12]=[C:13]([N:16]3[CH2:21][CH2:20][O:19][CH2:18][CH2:17]3)[C:14]=2[N:15]=1)(=O)C.[OH-].[Li+]>C1COCC1.O>[Cl:22][C:11]1[N:12]=[C:13]([N:16]2[CH2:17][CH2:18][O:19][CH2:20][CH2:21]2)[C:14]2[N:15]=[C:6]([CH2:5][OH:4])[CH:7]=[CH:8][C:9]=2[N:10]=1 |f:1.2|. Procedure: To a solution of (2-chloro-4-morpholinopyrido[3,2-d]pyrimidin-6-yl)methyl acetate 5 (2.3 g, 7.1 mmol) in THF (50 mL) was added a 1M solution of lithium hydroxide in water (26 mL). The resulting solution was stirred at room temperature for 2 hours. The reaction mixture was diluted with water and extracted three times with dichloromethane. The combined extracts were washed with brine, dried over sodium sulfate, filtered and concentrated to give (2-chloro-4-morpholinopyrido[3,2-d]pyrimidin-6-yl)met...